Task: describe an organic reaction: reactants, conditions, products, and yield. Dataset: the Open Reaction Database (ORD), a public repository of structured organic reaction records Starting materials: N1C=NC(=C1)CCCCN (imidazole-4-butanamine), ClC=1C=C2C(C(=O)OC(N2)=O)=CC1 (4-chloroisatoic anhydride). The solvent is C(C)O (ethanol). Reaction conditions: time 20 hour. The product is ClC1=CC=C2C(N(C=NC2=C1)CCCCN1C=NC=C1)=O (7-Chloro-3-[4-(1H-imidazol-1-yl)butyl]-4(3H)-quinazolinone). Reaction SMILES: [NH:1]1[CH:5]=[C:4](CCCCN)[N:3]=[CH:2]1.[Cl:11][C:12]1[CH:13]=[C:14]2[NH:20][C:19](=O)[O:18][C:16](=O)[C:15]2=[CH:22][CH:23]=1>C(O)C>[Cl:11][C:12]1[CH:13]=[C:14]2[C:15]([C:16](=[O:18])[N:20]([CH2:14][CH2:13][CH2:12][CH2:23][N:3]3[CH:4]=[CH:5][N:1]=[CH:2]3)[CH:19]=[N:20]2)=[CH:22][CH:23]=1. Procedure details: A mixture of 1.39 g of imidazole-4-butanamine, 1.98 g of 4-chloroisatoic anhydride and 25 ml of ethanol was left at room temperature for 20 hours and concentrated. The residue and 5 ml of triethyl orthoformate were heated in an oil bath at 100°-125° C. for 3 hours and concentrated. The mixture was treated with ether to obtain the desired product, mp 123°-125° C. The reactants are [N+](=O)([O-])C=1C=CC2=C(C=C(O2)C(=O)O)C1 (5-nitrobenzofuran-2-carboxylic acid), NC=1C=CC2=C(C=C(S2)C(=O)OCC)C1 (Ethyl 5-aminobenzothiophene-2-carboxylate). The product is NC=1C=CC2=C(C=C(O2)C(=O)OCC)C1 (Ethyl 5-aminobenzofuran-2-carboxylate). As a reaction SMILES: [NH2:1][C:2]1[CH:3]=[CH:4][C:5]2S[C:8]([C:10]([O:12][CH2:13][CH3:14])=[O:11])=[CH:7][C:6]=2[CH:15]=1.[N+](C1C=CC2OC(C(O)=O)=CC=2C=1)([O-])=[O:17]>>[NH2:1][C:2]1[CH:3]=[CH:4][C:5]2[O:17][C:8]([C:10]([O:12][CH2:13][CH3:14])=[O:11])=[CH:7][C:6]=2[CH:15]=1. Reported procedure: The appropriate arylcarboxylic acid is synthesized by the coupling of indole-2-carboxylic acid, benzofuran-2-carboxylic acid or benzothiophene-2-carboxylic acid with ethyl 5-amino-aryl-2-carboxylate in DMF with EDCI, and saponification of the ester. Ethyl 5-aminoindole-2-carboxylate is formed by catalytic hydrogenation of ethyl 5-nitroindole-2-carboxylate (Parmerter, S. M.; Cook, A. G.; Dixon, W. B. J. Am. Chem. Soc. 1958, 80, 4621). Ethyl 5-aminobenzothiophene-2-carboxylate can be synthesized a... Starting materials: ClC1=CC=C2C(=C1)NC(C21C(NC(CC1C1=C(C=CC(=C1)Cl)OC(C)(C)C(=O)O)=O)C1=C(C=CC(=C1)F)C)=O (racemic (2′S,3S,4′R)-6-chloro-4′-[5-chloro-2-(1-hydroxycarbonyl-1-methyl-ethoxy)-phenyl]-2′-(5-fluoro-2-methyl-phenyl)spiro[3H-indole-3,3′-piperidine]-2,6′(1H)-dione), CCN=C=NCCCN(C)C.Cl (EDCl), C=1C=CC2=C(C1)N=NN2O (HOBt), CCN(C(C)C)C(C)C (DIPEA), N#CN (cyanamide). Solvent: C1CCOC1 (THF). Run at time 8 hour. Product: ClC1=CC=C2C(=C1)NC(C21C(NC(CC1C1=C(C=CC(=C1)Cl)OC(C)(C)C(NC#N)=O)=O)C1=C(C=CC(=C1)F)C)=O (Racemic (2′S,3S,4′R)-6-chloro-4′-[5-chloro-2-(1-cyanocarbamoyl-1-methyl-ethoxy)-phenyl]-2′-(5-fluoro-2-methyl-phenyl)spiro[3H-indole-3,3′-piperidine]-2,6′(1H)-dione). The yield is 47.0%. As a reaction SMILES: [Cl:1][C:2]1[CH:7]=[C:6]2[NH:8][C:9](=[O:39])[C:10]3([CH:15]([C:16]4[CH:21]=[C:20]([Cl:22])[CH:19]=[CH:18][C:17]=4[O:23][C:24]([C:27]([OH:29])=O)([CH3:26])[CH3:25])[CH2:14][C:13](=[O:30])[NH:12][CH:11]3[C:31]3[CH:36]=[C:35]([F:37])[CH:34]=[CH:33][C:32]=3[CH3:38])[C:5]2=[CH:4][CH:3]=1.CC[N:42]=[C:43]=[N:44]CCCN(C)C.Cl.C1C=CC2N(O)N=NC=2C=1.CCN(C(C)C)C(C)C.N#CN>C1COCC1>[Cl:1][C:2]1[CH:7]=[C:6]2[NH:8][C:9](=[O:39])[C:10]3([CH:15]([C:16]4[CH:21]=[C:20]([Cl:22])[CH:19]=[CH:18][C:17]=4[O:23][C:24]([C:27](=[O:29])[NH:44][C:43]#[N:42])([CH3:26])[CH3:25])[CH2:14][C:13](=[O:30])[NH:12][CH:11]3[C:31]3[CH:36]=[C:35]([F:37])[CH:34]=[CH:33][C:32]=3[CH3:38])[C:5]2=[CH:4][CH:3]=1 |f:1.2|. Reported procedure: To a mixture of racemic (2′S,3S,4′R)-6-chloro-4′-[5-chloro-2-(1-hydroxycarbonyl-1-methyl-ethoxy)-phenyl]-2′-(5-fluoro-2-methyl-phenyl)spiro[3H-indole-3,3′-piperidine]-2,6′(1H)-dione (30 mg, 0.05 mmol) prepared in Example 1f, EDCl (20 mg, 0.1 mmol), HOBt (16 mg, 0.1 mmol) and DIPEA (20 mg, 0.15 mmol) in THF (1 mL) was added cyanamide (50% in H2O) (20 mg, 0.24 mmol). The mixture was stirred at room temperature overnight and purified by prep-HPLC to give the title compound as a white solid (14 mg). The reactants are C(C)(C)OC(=O)C=1N=CC=2N(C3=CC=C(C=C3C2C1COC)OCC1=CC=CC=C1)S(=O)(=O)C1=CC=C(C)C=C1 (6-benzyloxy-4-methoxymethyl-9-tosyl-β-carboline-3-carboxylic acid isopropyl ester), C(CCC)[Li] (n-butyl-lithium), O (water). Solvent: C1CCOC1 (THF), C1CCOC1 (THF). Run at temperature -78 celsius, time 1 hour. The product is C(C)(=O)C=1N=CC=2NC3=CC=C(C=C3C2C1COC)OCC1=CC=CC=C1 (3-Acetyl-6-benzyloxy-4-methoxymethyl-β-carboline). Reaction SMILES: C([Li])C[CH2:3][CH3:4].C(OC([C:12]1[N:13]=[CH:14][C:15]2[N:16](S(C3C=CC(C)=CC=3)(=O)=O)[C:17]3[C:22]([C:23]=2[C:24]=1[CH2:25][O:26][CH3:27])=[CH:21][C:20]([O:28][CH2:29][C:30]1[CH:35]=[CH:34][CH:33]=[CH:32][CH:31]=1)=[CH:19][CH:18]=3)=O)(C)C.[OH2:46]>C1COCC1>[C:3]([C:12]1[N:13]=[CH:14][C:15]2[NH:16][C:17]3[C:22]([C:23]=2[C:24]=1[CH2:25][O:26][CH3:27])=[CH:21][C:20]([O:28][CH2:29][C:30]1[CH:35]=[CH:34][CH:33]=[CH:32][CH:31]=1)=[CH:19][CH:18]=3)(=[O:46])[CH3:4]. Procedure details: Under an N2 atmosphere, 45 mmol of n-butyl-lithium is added dropwise within 10 minutes to 3.70 g (22 mmol) of methanesulfine-p-toluidide in 100 ml of dry THF at -78° C. To this mixture is added 5.58 g (10 mmol) of 6-benzyloxy-4-methoxymethyl-9-tosyl-β-carboline-3-carboxylic acid isopropyl ester, dissolved in 50 ml of dry THF. The reaction mixture assumes a dark-blue color. The mixture is stirred for one hour at -78° C., poured into water, and extracted with ether. The ether is drawn off and the ... Reactants: NC=1C=CC2=C(C(=C(CCC2)C(=O)OC)C)C1 (methyl 2-amino-9-methyl-6,7-dihydro-5H-benzo[7]annulene-8-carboxylate), FC=1C=CC(=NC1)C(=O)O (5-fluoropicolinic acid). The product is FC=1C=CC(=NC1)C(=O)NC=1C=CC2=C(/C(=C(\CCC2)/C(=O)OC)/C)C1 ((E)-Methyl 2-(5-fluoropicolinamido)-9-methyl-6,7-dihydro-5H-benzo[7]annulene-8-carboxylate). As a reaction SMILES: [NH2:1][C:2]1[CH:3]=[CH:4][C:5]2[CH2:11][CH2:10][CH2:9][C:8]([C:12]([O:14][CH3:15])=[O:13])=[C:7]([CH3:16])[C:6]=2[CH:17]=1.[F:18][C:19]1[CH:20]=[CH:21][C:22]([C:25](O)=[O:26])=[N:23][CH:24]=1>>[F:18][C:19]1[CH:20]=[CH:21][C:22]([C:25]([NH:1][C:2]2[CH:3]=[CH:4][C:5]3[CH2:11][CH2:10][CH2:9][C:8]([C:12]([O:14][CH3:15])=[O:13])=[C:7]([CH3:16])[C:6]=3[CH:17]=2)=[O:26])=[N:23][CH:24]=1. Procedure details: In a manner similar to the procedure of step 3A, methyl 2-amino-9-methyl-6,7-dihydro-5H-benzo[7]annulene-8-carboxylate from preparation J, step J1, was coupled with 5-fluoropicolinic acid to afford the titled compound of Step 43A. 1H NMR (500 HMz, chloroform-d) δ 9.82 (br. s., 1H), 8.48 (d, J=2.7 Hz, 1H), 8.36 (dd, J=8.7, 4.6 Hz, 1H), 7.73 (d, J=2.3 Hz, 1H), 7.66-7.59 (m, 2H), 7.22 (d, J=8.1 Hz, 1H), 3.83 (s, 3H), 2.57 (t, J=6.6 Hz, 2H), 2.45 (s, 3H), 2.17-2.10 (m, 4H). Reactants: [BH4-], COc1ccc2[nH]cc(C(=O)C3CCCN3C(=O)OCc3ccccc3)c2c1, CCOC(C)=O, [Li+], C1CCOC1, O. The product is COc1ccc2[nH]cc(CC3CCCN3C(=O)OCc3ccccc3)c2c1. As a reaction SMILES: [BH4-:1].[CH2:3]([c:4]1[cH:5][cH:6][cH:7][cH:8][cH:9]1)[O:10][C:11](=[O:12])[N:13]1[CH:14]([C:18](=[O:19])[c:20]2[cH:21][nH:22][c:23]3[cH:24][cH:25][c:26]([O:29][CH3:30])[cH:27][c:28]23)[CH2:15][CH2:16][CH2:17]1.[CH3:32][CH2:33][O:34][C:35](=[O:36])[CH3:37].[Li+:2].[O:38]1[CH2:39][CH2:40][CH2:41][CH2:42]1.[OH2:31]>>[CH2:3]([c:4]1[cH:5][cH:6][cH:7][cH:8][cH:9]1)[O:10][C:11](=[O:12])[N:13]1[CH:14]([CH2:18][c:20]2[cH:21][nH:22][c:23]3[cH:24][cH:25][c:26]([O:29][CH3:30])[cH:27][c:28]23)[CH2:15][CH2:16][CH2:17]1.